This data is from the Open Reaction Database (ORD), a public repository of structured organic reaction records. The task is: describe an organic reaction: reactants, conditions, products, and yield Starting materials: ClC1=C(C=C(C(=C1)CCCO)C#N)NC1=NN2C(C(=N1)N(CC1=CC=C(C=C1)OC)C1CC1)=NC=C2C#N (2-((2-chloro-5-cyano-4-(3-hydroxypropyl)phenyl)amino)-4-(cyclopropyl(4-methoxybenzyl)amino)imidazo[2,1-f][1,2,4]triazine-7-carbonitrile), CC(=O)OI1(C=2C=CC=CC2C(=O)O1)(OC(=O)C)OC(=O)C (Dess-Martin periodinane), CC(=O)OI1(C=2C=CC=CC2C(=O)O1)(OC(=O)C)OC(=O)C (Dess-Martin). Solvent: C(Cl)Cl (DCM). Run at temperature 0 celsius, time 1.5 hour. The product is ClC1=C(C=C(C(=C1)CCC=O)C#N)NC1=NN2C(C(=N1)N(CC1=CC=C(C=C1)OC)C1CC1)=NC=C2C#N (2-((2-chloro-5-cyano-4-(3-oxopropyl)phenyl)amino)-4-(cyclopropyl(4-methoxybenzyl)amino)imidazo[2,1-f][1,2,4]triazine-7-carbonitrile). Yield: 49.0%. Reaction SMILES: [Cl:1][C:2]1[CH:7]=[C:6]([CH2:8][CH2:9][CH2:10][OH:11])[C:5]([C:12]#[N:13])=[CH:4][C:3]=1[NH:14][C:15]1[N:20]=[C:19]([N:21]([CH:31]2[CH2:33][CH2:32]2)[CH2:22][C:23]2[CH:28]=[CH:27][C:26]([O:29][CH3:30])=[CH:25][CH:24]=2)[C:18]2=[N:34][CH:35]=[C:36]([C:37]#[N:38])[N:17]2[N:16]=1.CC(OI1(OC(C)=O)(OC(C)=O)OC(=O)C2C=CC=CC1=2)=O>C(Cl)Cl>[Cl:1][C:2]1[CH:7]=[C:6]([CH2:8][CH2:9][CH:10]=[O:11])[C:5]([C:12]#[N:13])=[CH:4][C:3]=1[NH:14][C:15]1[N:20]=[C:19]([N:21]([CH:31]2[CH2:32][CH2:33]2)[CH2:22][C:23]2[CH:28]=[CH:27][C:26]([O:29][CH3:30])=[CH:25][CH:24]=2)[C:18]2=[N:34][CH:35]=[C:36]([C:37]#[N:38])[N:17]2[N:16]=1. Reported procedure: 2-((2-chloro-5-cyano-4-(3-hydroxypropyl)phenyl)amino)-4-(cyclopropyl(4-methoxybenzyl)amino)imidazo[2,1-f][1,2,4]triazine-7-carbonitrile (82 mg, 0.155 mmol, Example 566C) was taken up in DCM (1 mL) and cooled to 0° C. Dess-Martin periodinane (85 mg, 0.202 mmol) was added, and the reaction was stirred at room temperature for 1.5 h. An additional 0.2 eq. of Dess-Martin (13 mg) was added and the reaction stirred for 1 h. The reaction mixture was quenched with 2M K3PO4 solution and extracted 2× with ...